From a dataset of the Open Reaction Database (ORD), a public repository of structured organic reaction records. describe an organic reaction: reactants, conditions, products, and yield Reactants: CC1(CCCCC1)C(=O)Cl (1-Methylcyclohexylcarbonyl chloride), C1=CC=C(C=C1)COC(=O)C[C@@H](C(=O)O)N (L-aspartic acid β-benzyl ester), ClCCl (dichloromethane). Solvent: C(C)N(CC)CC (triethylamine). Yields the product CC1(CCCCC1)C(=O)NC(CC(=O)OCC1=CC=CC=C1)C(C)=O (benzyl 3-(1-methylcyclohexylcarbonylamino)-4-oxovalerate). As a reaction SMILES: [CH3:1][C:2]1([C:8](Cl)=[O:9])[CH2:7][CH2:6][CH2:5][CH2:4][CH2:3]1.[CH:11]1[CH:16]=[CH:15][C:14]([CH2:17][O:18][C:19]([CH2:21][C@H:22]([NH2:26])[C:23]([OH:25])=O)=[O:20])=[CH:13][CH:12]=1.Cl[CH2:28]Cl>C(N(CC)CC)C>[CH3:1][C:2]1([C:8]([NH:26][CH:22]([C:23](=[O:25])[CH3:28])[CH2:21][C:19]([O:18][CH2:17][C:14]2[CH:13]=[CH:12][CH:11]=[CH:16][CH:15]=2)=[O:20])=[O:9])[CH2:7][CH2:6][CH2:5][CH2:4][CH2:3]1. Reported procedure: 1-Methylcyclohexylcarbonyl chloride (1.6 g) was added dropwise to a mixture of L-aspartic acid β-benzyl ester (2.23 g), dichloromethane (30 ml) and triethylamine (30 ml) with ice-cooling and stirring. The resulting mixture was stirred with ice-cooling for an hour, washed with 1N hydrochloric acid and water and dried over anhydrous magnesium sulfate. The solvent was then distilled off and the oily residue (3.2 g) was dissolved in dimethoxyethane (30 ml). Acetic anhydride (4 ml), pyridine (4.8 ml)... The reactants are isoflavones, C1=CC(=CC=C1C2=COC3=CC(=CC(=C3C2=O)O)O[C@H]4[C@@H]([C@H]([C@@H]([C@H](O4)COC(=O)CC(=O)O)O)O)O)O (malonyl genistin), COC1=C(C=C2C(=C1)C(=O)C(=CO2)C3=CC=C(C=C3)O)O[C@H]4[C@@H]([C@H]([C@@H]([C@H](O4)CO)O)O)O (glycitin), 12, acetyl genistin, COC=1C=C2C(=CC1O)OC=C(C2=O)C=3C=CC(=CC3)O (glycitein), CC(=O)OC[C@@H]1[C@H]([C@@H]([C@H]([C@@H](O1)OC2=C(C=C3C(=C2)OC=C(C3=O)C4=CC=C(C=C4)O)OC)O)O)O (acetyl glycitin), C1=CC(=CC=C1C2=COC3=C(C2=O)C=CC(=C3)O[C@H]4[C@@H]([C@H]([C@@H]([C@H](O4)COC(=O)CC(=O)O)O)O)O)O (malonyl daidzin), C1=CC(=CC=C1C2=COC=3C=C(C=C(C3C2=O)O)O)O (genistein), isoflavones, C1=CC(=CC=C1C2=COC=3C=C(C=CC3C2=O)O[C@H]4[C@@H]([C@H]([C@@H]([C@H](O4)CO)O)O)O)O (daidzin), C1=CC(=CC=C1C2=COC=3C=C(C=CC3C2=O)O[C@H]4[C@@H]([C@H]([C@@H]([C@H](O4)CO)O)O)O)O (daidzin), C1=CC(=CC=C1C2=COC=3C=C(C=C(C3C2=O)O)O[C@H]4[C@@H]([C@H]([C@@H]([C@H](O4)CO)O)O)O)O (genistin), COC[C@@H]1[C@H]([C@@H]([C@H]([C@@H](O1)OC2=CC3=C(C=C2)C(=O)C(=CO3)C4=CC=C(C=C4)O)O)O)O (acetyl daidzin), COC1=C(C=C2C(=C1)C(=O)C(=CO2)C3=CC=C(C=C3)O)O[C@H]4[C@@H]([C@H]([C@@H]([C@H](O4)COC(=O)CC(=O)O)O)O)O (malonyl glycitin), isoflavones, C1=CC(=CC=C1C2=COC=3C=C(C=CC3C2=O)O[C@H]4[C@@H]([C@H]([C@@H]([C@H](O4)CO)O)O)O)O (daidzin), C1=CC(=CC=C1C2=COC=3C=C(C=CC3C2=O)O)O (daidzein). Solvent: C(C)O (ethanol). Reaction conditions: time 30 minute. Yields the product O1C=C(C(=O)C2=CC=CC=C12)C1=CC=CC=C1 (Isoflavone). RXN SMILES: [CH:1]1[C:6]([C:7]2[C:16](=[O:17])[C:15]3[CH:14]=[CH:13][C:12](O[C@@H]4O[C@H](CO)[C@@H](O)[C@H](O)[C@H]4O)=[CH:11][C:10]=3[O:9][CH:8]=2)=[CH:5][CH:4]=[C:3](O)[CH:2]=1.C1C(C2C(=O)C3C(O)=CC(O[C@@H]4O[C@H](CO)[C@@H](O)[C@H](O)[C@H]4O)=CC=3OC=2)=CC=C(O)C=1.COC1C=C2C(C(C3C=CC(O)=CC=3)=COC2=CC=1O[C@@H]1O[C@H](CO)[C@@H](O)[C@H](O)[C@H]1O)=O.C1C(C2C(=O)C3C=CC(O)=CC=3OC=2)=CC=C(O)C=1.C1C(C2C(=O)C3C(O)=CC(O)=CC=3OC=2)=CC=C(O)C=1.COC1C=C2C(=O)C(C3C=CC(O)=CC=3)=COC2=CC=1O.C1C(C2C(=O)C3C=CC(O[C@@H]4O[C@H](COC(CC(O)=O)=O)[C@@H](O)[C@H](O)[C@H]4O)=CC=3OC=2)=CC=C(O)C=1.C1C(C2C(=O)C3C(=CC(O[C@@H]4O[C@H](COC(CC(O)=O)=O)[C@@H](O)[C@H](O)[C@H]4O)=CC=3O)OC=2)=CC=C(O)C=1.COC1C=C2C(C(C3C=CC(O)=CC=3)=COC2=CC=1O[C@@H]1O[C@H](COC(CC(O)=O)=O)[C@@H](O)[C@H](O)[C@H]1O)=O.COC[C@H]1O[C@@H](OC2C=CC3C(C(C4C=CC(O)=CC=4)=COC=3C=2)=O)[C@H](O)[C@@H](O)[C@@H]1O.CC(OC[C@H]1O[C@@H](OC2C=C3OC=C(C4C=CC(O)=CC=4)C(=O)C3=CC=2OC)[C@H](O)[C@@H](O)[C@@H]1O)=O>C(O)C>[O:9]1[C:10]2[C:15](=[CH:14][CH:13]=[CH:12][CH:11]=2)[C:16](=[O:17])[C:7]([C:6]2[CH:1]=[CH:2][CH:3]=[CH:4][CH:5]=2)=[CH:8]1. Reported procedure: A sample corresponding to 1 to 10 mg of isoflavones was precisely weighed, and 25 mL of 70% (v/v) ethanol was added to the sample. After extraction with stirring for 30 minutes at room temperature, the extract was centrifuged. The residue was further extracted twice in the same way as in the above. Extract solutions from three extractions in total were combined, adjusted to a volume of 100 mL with 70% (v/v) ethanol, and then filtered with a 0.45 μm PVDF filter to obtain a test solution. In a con...